Dataset: the Open Reaction Database (ORD), a public repository of structured organic reaction records. Task: describe an organic reaction: reactants, conditions, products, and yield Starting materials: C(C)C(COC(CCSC1=CC=C2C(=CC=3N(C2=C1)C=NN3)C3=CC=CC=C3)=O)CCCC (3-(5-Phenyl-[1,2,4]triazolo[4,3-a]quinolin-8-ylsulfanyl)-propionic acid 2-ethyl-hexyl ester), N#N (N2), C(C)C(COC(CCSC1=CC=C2C(=CC=3N(C2=C1)C=NN3)C3=CC=CC=C3)=O)CCCC (3-(5-Phenyl-[1,2,4]triazolo[4,3-a]quinolin-8-ylsulfanyl)-propionic acid 2-ethyl-hexyl ester), CC(C)([O-])C.[K+] (Potassium tert-butoxide), N#N (N2), BrCCCC(=O)OCC (Ethyl 4-bromobutyrate). The solvent is CCOC(=O)C (EtOAc), O (water), CN(C)C=O (DMF), CN(C)C=O (DMF). Reaction conditions: temperature 0 celsius, time 10 minute. The product is C(C)OC(CCCSC1=CC=C2C(=CC=3N(C2=C1)C=NN3)C3=CC=CC=C3)=O (4-(5-Phenyl-[1,2,4]triazolo[4,3-a]quinolin-8-ylsulfanyl)-butyric acid ethyl ester). As a reaction SMILES: C(C(CCCC)COC(=O)CC[S:9][C:10]1[CH:19]=[C:18]2[C:13]([C:14]([C:23]3[CH:28]=[CH:27][CH:26]=[CH:25][CH:24]=3)=[CH:15][C:16]3[N:17]2[CH:20]=[N:21][N:22]=3)=[CH:12][CH:11]=1)C.N#N.CC(C)([O-])C.[K+].Br[CH2:43][CH2:44][CH2:45][C:46]([O:48][CH2:49][CH3:50])=[O:47]>CN(C=O)C.CCOC(C)=O.O>[CH2:49]([O:48][C:46](=[O:47])[CH2:45][CH2:44][CH2:43][S:9][C:10]1[CH:19]=[C:18]2[C:13]([C:14]([C:23]3[CH:28]=[CH:27][CH:26]=[CH:25][CH:24]=3)=[CH:15][C:16]3[N:17]2[CH:20]=[N:21][N:22]=3)=[CH:12][CH:11]=1)[CH3:50] |f:2.3|. Procedure: 11c (100 mg, 0.21 mmol) in DMF (1 mL) was degassed for 5 minutes with N2, and then cooled to 0° C. under N2. Potassium tert-butoxide (29 mg, 0.26 mmol) in DMF (1 mL) was degassed for 5 minutes with N2, and then added to the solution of 11c. The reaction was warmed to room temperature, and LCMS analysis showed no starting material remained after 10 minutes. Ethyl 4-bromobutyrate (0.04 mL, 0.24 mmol) was added, and the mixture was stirred for 20 minutes. The reaction was diluted with EtOAc and wat... Reported procedure: To a mixture of 0.73 g (2.8 mmol) 5-chloro-6-(3-fluorophenyl)-2-methyl-[1,2,4]triazolo[1,5-a]pyrimidine and 458.3 mg (3.1 mmol) 4-formylphenylboronic acid in 14 mL 1,2-dimethoxyethane are added 5.2 mL of a sodium carbonate solution (10%) and 102 mg (0.13 mmol) dichloro[1,1′-bis(diphenylphosphino)ferrocene]palladium (II). The resulting mixture is heated to 90° C. under an inert gas atmosphere over night. The reaction mixture is diluted with water and extracted three times with dichloromethane. Th... The yield is 91.3%. RXN SMILES: Cl[C:2]1[C:7]([C:8]2[CH:13]=[CH:12][CH:11]=[C:10]([F:14])[CH:9]=2)=[CH:6][N:5]2[N:15]=[C:16]([CH3:18])[N:17]=[C:4]2[N:3]=1.[CH:19]([C:21]1[CH:26]=[CH:25][C:24](B(O)O)=[CH:23][CH:22]=1)=[O:20].C(=O)([O-])[O-].[Na+].[Na+]>COCCOC.O.C1C=CC(P(C2C=CC=CC=2)[C-]2C=CC=C2)=CC=1.C1C=CC(P(C2C=CC=CC=2)[C-]2C=CC=C2)=CC=1.Cl[Pd]Cl.[Fe+2]>[F:14][C:10]1[CH:9]=[C:8]([C:7]2[C:2]([C:24]3[CH:25]=[CH:26][C:21]([CH:19]=[O:20])=[CH:22][CH:23]=3)=[N:3][C:4]3[N:5]([N:15]=[C:16]([CH3:18])[N:17]=3)[CH:6]=2)[CH:13]=[CH:12][CH:11]=1 |f:2.3.4,7.8.9.10|. Reaction conditions: temperature 90 celsius. Reactants: C([O-])([O-])=O.[Na+].[Na+] (sodium carbonate), ClC1=NC=2N(C=C1C1=CC(=CC=C1)F)N=C(N2)C (5-chloro-6-(3-fluorophenyl)-2-methyl-[1,2,4]triazolo[1,5-a]pyrimidine), C(=O)C1=CC=C(C=C1)B(O)O (4-formylphenylboronic acid). Yields the product FC=1C=C(C=CC1)C=1C(=NC=2N(C1)N=C(N2)C)C2=CC=C(C=O)C=C2 (4-[6-(3-fluorophenyl)-2-methyl-[1,2,4]triazolo[1,5-a]pyrimidine-5-yl]-benzaldehyde). Reagents/catalysts: C1=CC=C(C=C1)P([C-]2C=CC=C2)C3=CC=CC=C3.C1=CC=C(C=C1)P([C-]2C=CC=C2)C3=CC=CC=C3.Cl[Pd]Cl.[Fe+2] (dichloro[1,1′-bis(diphenylphosphino)ferrocene]palladium). Run in O (water), COCCOC (1,2-dimethoxyethane). Reactants: CCOC(=O)C(C)(O)c1cnc(N)c(OCC)c1, C1CCOC1, C[Si](C)(C)[N-][Si](C)(C)C, O=C(Cl)c1cc2cc(Cl)ccc2[nH]1, [Li+]. Product: CCOC(=O)C(C)(O)c1cnc(NC(=O)c2cc3cc(Cl)ccc3[nH]2)c(OCC)c1. RXN SMILES: [CH2:11]([CH3:12])[O:13][C:14]([C:15]([CH3:16])([OH:17])[c:18]1[cH:19][n:20][c:21]([NH2:27])[c:22]([O:24][CH2:25][CH3:26])[cH:23]1)=[O:28].[CH2:42]1[O:43][CH2:44][CH2:45][CH2:46]1.[CH3:1][Si:2]([N-:3][Si:4]([CH3:5])([CH3:6])[CH3:7])([CH3:8])[CH3:9].[Cl:29][c:30]1[cH:31][c:32]2[cH:33][c:34]([C:39](=[O:40])[Cl:41])[nH:35][c:36]2[cH:37][cH:38]1.[Li+:10]>>[CH2:11]([CH3:12])[O:13][C:14]([C:15]([CH3:16])([OH:17])[c:18]1[cH:19][n:20][c:21]([NH:27][C:39]([c:34]2[cH:33][c:32]3[cH:31][c:30]([Cl:29])[cH:38][cH:37][c:36]3[nH:35]2)=[O:40])[c:22]([O:24][CH2:25][CH3:26])[cH:23]1)=[O:28]. Reactants: COc1c(OCc2ccccc2)ccc2c1N=C(NC(=O)c1cccnc1)N1CCN=C21, CO, O=C(O)C(F)(F)F. Yields the product COc1c(O)ccc2c1N=C(NC(=O)c1cccnc1)N1CCN=C21. As a reaction SMILES: [CH2:1]([c:2]1[cH:3][cH:4][cH:5][cH:6][cH:7]1)[O:8][c:9]1[cH:10][cH:11][c:12]2[c:17]([c:18]1[O:19][CH3:20])[N:16]=[C:15]([NH:21][C:22]([c:23]1[cH:24][n:25][cH:26][cH:27][cH:28]1)=[O:29])[N:14]1[C:13]2=[N:32][CH2:31][CH2:30]1.[CH3:40][OH:41].[F:33][C:34]([F:35])([F:36])[C:37]([OH:38])=[O:39]>>[OH:8][c:9]1[cH:10][cH:11][c:12]2[c:17]([c:18]1[O:19][CH3:20])[N:16]=[C:15]([NH:21][C:22]([c:23]1[cH:24][n:25][cH:26][cH:27][cH:28]1)=[O:29])[N:14]1[C:13]2=[N:32][CH2:31][CH2:30]1. Reactants: NCC(O)c1cccnc1, O=C1CCN(c2ccc(CC3SC(=O)NC3=O)cc2)CC1. Yields the product O=C1NC(=O)C(Cc2ccc(N3CCC(NCC(O)c4cccnc4)CC3)cc2)S1. Reaction SMILES: [NH2:1][CH2:2][CH:3]([OH:4])[c:5]1[cH:6][n:7][cH:8][cH:9][cH:10]1.[O:11]=[C:12]1[CH2:13][CH2:14][N:15]([c:18]2[cH:19][cH:20][c:21]([CH2:22][CH:23]3[C:24](=[O:29])[NH:25][C:26](=[O:28])[S:27]3)[cH:30][cH:31]2)[CH2:16][CH2:17]1>>[NH:1]([CH2:2][CH:3]([OH:4])[c:5]1[cH:6][n:7][cH:8][cH:9][cH:10]1)[CH:12]1[CH2:13][CH2:14][N:15]([c:18]2[cH:19][cH:20][c:21]([CH2:22][CH:23]3[C:24](=[O:29])[NH:25][C:26](=[O:28])[S:27]3)[cH:30][cH:31]2)[CH2:16][CH2:17]1. The reactants are FC(C1=C(CBr)C(=CC=C1)C(F)(F)F)(F)F (2,6-bis(trifluoromethyl)benzyl bromide), C1(=CC=CC=C1)P(C1=CC=CC=C1)C1=CC=CC=C1 (triphenylphosphine). Run in hexanes, C1(=CC=CC=C1)C (toluene). Conditions: time 1 hour. The product is [Br-].FC(C1=C(C[P+](C2=CC=CC=C2)(C2=CC=CC=C2)C2=CC=CC=C2)C(=CC=C1)C(F)(F)F)(F)F (2,6-bis(trifluoromethyl)benzyltriphenylphosphonium bromide). As a reaction SMILES: [F:1][C:2]([F:16])([F:15])[C:3]1[CH:10]=[CH:9][CH:8]=[C:7]([C:11]([F:14])([F:13])[F:12])[C:4]=1[CH2:5][Br:6].[C:17]1([P:23]([C:30]2[CH:35]=[CH:34][CH:33]=[CH:32][CH:31]=2)[C:24]2[CH:29]=[CH:28][CH:27]=[CH:26][CH:25]=2)[CH:22]=[CH:21][CH:20]=[CH:19][CH:18]=1>C1(C)C=CC=CC=1>[Br-:6].[F:1][C:2]([F:16])([F:15])[C:3]1[CH:10]=[CH:9][CH:8]=[C:7]([C:11]([F:14])([F:13])[F:12])[C:4]=1[CH2:5][P+:23]([C:24]1[CH:25]=[CH:26][CH:27]=[CH:28][CH:29]=1)([C:30]1[CH:35]=[CH:34][CH:33]=[CH:32][CH:31]=1)[C:17]1[CH:18]=[CH:19][CH:20]=[CH:21][CH:22]=1 |f:3.4|. Procedure: To a solution of 2,6-bis(trifluoromethyl)benzyl bromide (0.400 g, 1.30 mmol) in toluene (5 mL) was added triphenylphosphine (0.375 g, 1.43 mmol). The mixture was heated to reflux for 24 h. After cooling to room temperature, hexanes (10 mL) was added and the mixture was stirred for 1 h. The solid was collected by filtration and rinsed with hexanes to give 2,6-bis(trifluoromethyl)benzyltriphenylphosphonium bromide as a white solid. Yield (0.446 g, 60%): 1H NMR (400 MHz, DMSO-d6) δ 8.02 (d, J=8.0 H... Reactants: [H-].[H-].[H-].[H-].[Li+].[Al+3] (LAH), COC1=C2C(=CC=3C4=CC(=CC=C4NC13)C(=O)OCC)C=1C=C(C=CC1N2)C(=O)OCC (diethyl 6-methoxy-5,7-dihydroindolo[2,3-b]carbazole-2,10-dicarboxylate), [H-].[H-].[H-].[H-].[Li+].[Al+3] (LAH). The solvent is C1CCOC1 (THF), C1CCOC1 (THF). Procedure details: To a solution of diethyl 6-methoxy-5,7-dihydroindolo[2,3-b]carbazole-2,10-dicarboxylate (1.72 g, 4 mmol) in THF (40 mL), with stirring at 0-5° C. and under Ar, was slowly added a solution of LAH in THF (16 mL, 1.0 M). After addition of LAH solution, the mixture was warmed to room temperature and then refluxed 2 h. The reaction mixture was cooled in an ice-water bath and quenched by carefully adding ethyl acetate (20 mL) and water (20 mL). The resultant mixture was extracted with ethyl acetate (3... Yields the product COC1=C2C(=CC=3C4=CC(=CC=C4NC13)C)C=1C=C(C=CC1N2)C (6-methoxy-2,10-dimethyl-5,7-dihydroindolo[2,3-b]carbazole). As a reaction SMILES: [CH3:1][O:2][C:3]1[C:15]2[NH:14][C:13]3[C:8](=[CH:9][C:10]([C:16](OCC)=O)=[CH:11][CH:12]=3)[C:7]=2[CH:6]=[C:5]2[C:21]3[CH:22]=[C:23]([C:28](OCC)=O)[CH:24]=[CH:25][C:26]=3[NH:27][C:4]=12.[H-].[H-].[H-].[H-].[Li+].[Al+3]>C1COCC1>[CH3:1][O:2][C:3]1[C:4]2[NH:27][C:26]3[C:21](=[CH:22][C:23]([CH3:28])=[CH:24][CH:25]=3)[C:5]=2[CH:6]=[C:7]2[C:8]3[CH:9]=[C:10]([CH3:16])[CH:11]=[CH:12][C:13]=3[NH:14][C:15]=12 |f:1.2.3.4.5.6|. The yield is 14.3%.